This data is from the Open Reaction Database (ORD), a public repository of structured organic reaction records. The task is: describe an organic reaction: reactants, conditions, products, and yield The reactants are S(=O)(Cl)Cl (Thionyl chloride), C(C)(=O)NC1=NC=CC(=N1)CO (2-acetylamino-4-hydroxymethylpyrimidine). Solvent: C(Cl)Cl (methylene chloride). Product: C(C)(=O)NC1=NC=CC(=N1)CCl (2-Acetylamino-4-chloromethylpyrimidine). Yield: 18.0%. As a reaction SMILES: S(Cl)([Cl:3])=O.[C:5]([NH:8][C:9]1[N:14]=[C:13]([CH2:15]O)[CH:12]=[CH:11][N:10]=1)(=[O:7])[CH3:6]>C(Cl)Cl>[C:5]([NH:8][C:9]1[N:14]=[C:13]([CH2:15][Cl:3])[CH:12]=[CH:11][N:10]=1)(=[O:7])[CH3:6]. Reported procedure: Thionyl chloride (0.18 mL, 2.4 mmol) was added to a suspension of 2-acetylamino-4-hydroxymethylpyrimidine (290 mg, 1.7 mmol, Reference Compound No. 4-3) in anhydrous methylene chloride (10 mL) at room temperature, and the mixture was stirred for 30 minutes. The solvent was evaporated under reduced pressure, then water (50 mL) and ethyl acetate (100 mL) were added thereto and the mixture was separated into the organic layer and the aqueous layer, and the aqueous layer was extracted twice with eth... Reactants: CCCCCC (hexane), Three, N(=NC(C#N)(C)C)C(C#N)(C)C (azobisisobutyronitrile), [OH-].[Na+] (sodium hydroxide), C(C)(=O)OC1=CC=C(C=C)C=C1 (p-acetoxystyrene). The solvent is O (water), O (water), Cl (hydrochloric acid), O (water), C(C)(=O)OCCCC (butyl acetate). Run at temperature 80 celsius, time 5 hour. The product is C#CC1=CC=C(C=C1)O (poly(p-hydroxystyrene)). RXN SMILES: C([O:4][C:5]1[CH:12]=[CH:11][C:8]([CH:9]=[CH2:10])=[CH:7][CH:6]=1)(=O)C.N(C(C)(C)C#N)=NC(C)(C)C#N.CCCCCC.[OH-].[Na+]>C(OCCCC)(=O)C.O.Cl>[CH:10]#[C:9][C:8]1[CH:11]=[CH:12][C:5]([OH:4])=[CH:6][CH:7]=1 |f:3.4|. Reported procedure: In 120 ml of butyl acetate was dissolved 32.4 g (0.2 mol) of p-acetoxystyrene. Three 0.033 g portions of azobisisobutyronitrile (AIBN) were added at an interval of 2.5 hours to the solution with stirring at 80° C. in a nitrogen stream and stirring was thereafter continued for 5 hours, whereby polymerization reaction was conducted. The resultant reaction mixture was poured into 1,200 ml of hexane to precipitate a white resin. The resin obtained was dried and then dissolved in 150 ml of methanol. ... Starting materials: O=C([O-])[O-], CN(C)C(N)=O, CCOC(C)=O, CCn1c(=O)c(-c2cc(NC(=O)Nc3ccccc3)c(F)cc2F)cc2cnc(Cl)cc21, [Cs+], [Cs+], CN(C)C=O, C1COCCO1, O=C(C=Cc1ccccc1)C=Cc1ccccc1, O=C(C=Cc1ccccc1)C=Cc1ccccc1, O=C(C=Cc1ccccc1)C=Cc1ccccc1, [Pd], [Pd]. Product: CCn1c(=O)c(-c2cc(NC(=O)Nc3ccccc3)c(F)cc2F)cc2cnc(NC(=O)N(C)C)cc21. Reaction SMILES: [C:33](=[O:34])([O-:35])[O-:36].[CH3:39][N:40]([C:41](=[O:42])[NH2:43])[CH3:44].[CH3:45][CH2:46][O:47][C:48]([CH3:49])=[O:50].[Cl:1][c:2]1[n:3][cH:4][c:5]2[cH:6][c:7](-[c:15]3[c:16]([F:32])[cH:17][c:18]([F:31])[c:19]([NH:21][C:22](=[O:23])[NH:24][c:25]4[cH:26][cH:27][cH:28][cH:29][cH:30]4)[cH:20]3)[c:8](=[O:14])[n:9]([CH2:12][CH3:13])[c:10]2[cH:11]1.[Cs+:37].[Cs+:38].[O:113]=[CH:114][N:115]([CH3:116])[CH3:117].[O:51]1[CH2:52][CH2:53][O:54][CH2:55][CH2:56]1.[O:59]=[C:60]([CH:61]=[CH:62][c:63]1[cH:64][cH:65][cH:66][cH:67][cH:68]1)[CH:69]=[CH:70][c:71]1[cH:72][cH:73][cH:74][cH:75][cH:76]1.[O:77]=[C:78]([CH:79]=[CH:80][c:81]1[cH:82][cH:83][cH:84][cH:85][cH:86]1)[CH:87]=[CH:88][c:89]1[cH:90][cH:91][cH:92][cH:93][cH:94]1.[O:95]=[C:96]([CH:97]=[CH:98][c:99]1[cH:100][cH:101][cH:102][cH:103][cH:104]1)[CH:105]=[CH:106][c:107]1[cH:108][cH:109][cH:110][cH:111][cH:112]1.[Pd:57].[Pd:58]>>[c:2]1([NH:43][C:41]([N:40]([CH3:39])[CH3:44])=[O:42])[n:3][cH:4][c:5]2[cH:6][c:7](-[c:15]3[c:16]([F:32])[cH:17][c:18]([F:31])[c:19]([NH:21][C:22](=[O:23])[NH:24][c:25]4[cH:26][cH:27][cH:28][cH:29][cH:30]4)[cH:20]3)[c:8](=[O:14])[n:9]([CH2:12][CH3:13])[c:10]2[cH:11]1.